From a dataset of the Open Reaction Database (ORD), a public repository of structured organic reaction records. describe an organic reaction: reactants, conditions, products, and yield Starting materials: BrC=1C=C(C=CC1)C(CCNC(C(F)(F)F)=O)O (N-(3-(3-bromophenyl)-3-hydroxypropyl)-2,2,2-trifluoroacetamide), C(CC#C)C1CCCC1 (but-3-ynyl-cyclopentane). Product: C1(CCCC1)CCC#CC=1C=C(C=CC1)C(CCNC(C(F)(F)F)=O)O (N-(3-(3-(4-cyclopentylbut-1-ynyl)phenyl)-3-hydroxypropyl)-2,2,2-trifluoroacetamide). As a reaction SMILES: Br[C:2]1[CH:3]=[C:4]([CH:8]([OH:18])[CH2:9][CH2:10][NH:11][C:12](=[O:17])[C:13]([F:16])([F:15])[F:14])[CH:5]=[CH:6][CH:7]=1.[CH2:19]([CH:23]1[CH2:27][CH2:26][CH2:25][CH2:24]1)[CH2:20][C:21]#[CH:22]>>[CH:23]1([CH2:19][CH2:20][C:21]#[C:22][C:2]2[CH:3]=[C:4]([CH:8]([OH:18])[CH2:9][CH2:10][NH:11][C:12](=[O:17])[C:13]([F:16])([F:15])[F:14])[CH:5]=[CH:6][CH:7]=2)[CH2:27][CH2:26][CH2:25][CH2:24]1. Procedure details: Sonogashira reaction of 25 with but-3-ynyl-cyclopentane yielded N-(3-(3-(4-cyclopentylbut-1-ynyl)phenyl)-3-hydroxypropyl)-2,2,2-trifluoroacetamide as a dark brown oil. Yield (690 mg, 69%): 1H NMR (400 MHz, CDCl3) δ 7.22-7.57 (m, 4H), 4.85 (m, 1H), 3.65-3.72 (m, 1H), 3.36-3.45 (m, 1H), 2.41 (t, J=8.0 Hz, 2H), 2.37 (bs, 1H), 1.90-1.97 (m, 3H), 1.80-1.82 (m, 2H), 1.54-1.59 (m, 4H), 1.51-1.53 (m, 2H), 1.12-1.15 (m, 2H). The solvent is O1CCCC1 (tetrahydrofuran). Yield: 99.0%. Starting materials: NC1=C(C=C(C(=O)O)C=C1OC)S (4-Amino-3-mercapto-5-methoxybenzoic acid), C(C)(=O)OC(C)=O (Acetic anhydride). Run at temperature -78 celsius, time 3 hour. Reported procedure: 4-Amino-3-mercapto-5-methoxybenzoic acid (500 mg) was dissolved in tetrahydrofuran (15 ml) and cooled at −78° C. Acetic anhydride (0.26 ml) was added thereto, and the mixture was warmed over 30 minutes to room temperature and stirred for 3 hours. The reaction mixture was concentrated under reduced pressure to give the title compound (550 mg, Y.:99%) as white crystals. As a reaction SMILES: [NH2:1][C:2]1[C:10]([O:11][CH3:12])=[CH:9][C:5]([C:6]([OH:8])=[O:7])=[CH:4][C:3]=1[SH:13].[C:14](OC(=O)C)(=O)[CH3:15]>O1CCCC1>[CH3:12][O:11][C:10]1[C:2]2[N:1]=[C:14]([CH3:15])[S:13][C:3]=2[CH:4]=[C:5]([C:6]([OH:8])=[O:7])[CH:9]=1. Product: COC1=CC(=CC2=C1N=C(S2)C)C(=O)O (4-Methoxy-2-methylbenzothiazole-6-carboxylic acid). Starting materials: alcohol, O=[Si]=O (Chromosorb P), 316, stainless steel, solid, [OH-].[Na+] (sodium hydroxide), CO (methyl alcohol), CC(C)(C)S (2-methyl-2-propanethiol), mercaptan. The reagents and catalysts are [O-][Mo](=O)(=O)[O-].[Co+2] (cobalt molybdate). The solvent is O (water). Conditions: temperature 25 celsius, time 4 hour. The product is CC(C)(C)S (2-methyl-2-propanethiol), C(C)(C)(C)SSC(C)(C)C (di-tert-butyl disulfide). Reaction SMILES: [OH-].[Na+].CO.[CH3:5][C:6]([SH:9])([CH3:8])[CH3:7].O=[Si]=O>[O-][Mo]([O-])(=O)=O.[Co+2].O>[CH3:5][C:6]([SH:9])([CH3:8])[CH3:7].[C:6]([S:9][S:9][C:6]([CH3:8])([CH3:7])[CH3:5])([CH3:8])([CH3:7])[CH3:5] |f:0.1,5.6|. Procedure details: This is an inventive run illustrating the current invention. To a 1 gallon 316 stainless steel autoclave equipped with a stirrer, internal cooling coils, overhead condenser, back pressure regulator and air addition tube was charged 2 grams of cobalt molybdate on alumina catalyst (HDS-2), 10 grams solid sodium hydroxide pellets, 250 milliliters (198 grams) methyl alcohol, and 500 milliliters (403 grams, 4.97 moles) of 2-methyl-2-propanethiol (tertiary-butyl mercaptan). After closing the reactor, ... The reactants are BrC1=C(C=CC=2N(N=NC21)CC(C)(C)C)O (4-bromo-1-(2,2-dimethylpropyl)-1H-1,2,3-benzotriazol-5-ol), C1(=CC=CC=C1)B(O)O (phenylboronic acid), TEA. Reagents/catalysts: C(C)(=O)[O-].[Cu+2].C(C)(=O)[O-] (copper(II) acetate). The solvent is C(Cl)Cl (CH2Cl2). Run at time 18 hour. The product is BrC1=C(C=CC=2N(N=NC21)CC(C)(C)C)OC2=CC=CC=C2 (4-bromo-1-(2,2-dimethylpropyl)-5-phenoxy-1H-benzotriazole). As a reaction SMILES: [Br:1][C:2]1[C:10]2[N:9]=[N:8][N:7]([CH2:11][C:12]([CH3:15])([CH3:14])[CH3:13])[C:6]=2[CH:5]=[CH:4][C:3]=1[OH:16].[C:17]1(B(O)O)[CH:22]=[CH:21][CH:20]=[CH:19][CH:18]=1>C(Cl)Cl.C([O-])(=O)C.[Cu+2].C([O-])(=O)C>[Br:1][C:2]1[C:10]2[N:9]=[N:8][N:7]([CH2:11][C:12]([CH3:13])([CH3:15])[CH3:14])[C:6]=2[CH:5]=[CH:4][C:3]=1[O:16][C:17]1[CH:22]=[CH:21][CH:20]=[CH:19][CH:18]=1 |f:3.4.5|. Reported procedure: 4-Bromo-1-(2,2-dimethylpropyl)-1H-1,2,3-benzotriazol-5-ol (1-6) (100 mg, 0.352 mmol, 1.0 equiv.), copper(II) acetate (63.9 mg, 0.352 mmol, 1.0 equiv.), phenylboronic acid (86 mg, 0.704 mmol, 2.0 equiv.) and freshly milled 4 Å molecular sieves were dried in vacuo and then suspended in anhydrous CH2Cl2 (3.5 mL) and TEA (245 μl, 1.760 mmol, 5.0 equiv.). The mixture was stirred ambient temperature for 18 hours, after which the mixture was filtered. The filtrate was concentrated in vacuo and the resi...